From a dataset of the Open Reaction Database (ORD), a public repository of structured organic reaction records. describe an organic reaction: reactants, conditions, products, and yield The reactants are CCOC(=O)COc1cc(C(C)C)ccc1CCNS(=O)(=O)c1cc(C#N)ccc1OC, O=C([O-])[O-], O=C([O-])O, CN(C)C=O, Cc1nc(CCl)cs1, Cl, [K+], [K+], [Na+], O. Yields the product CCOC(=O)COc1cc(C(C)C)ccc1CCN(Cc1csc(C)n1)S(=O)(=O)c1cc(C#N)ccc1OC. Reaction SMILES: [C:1](#[N:2])[c:3]1[cH:4][cH:5][c:6]([O:31][CH3:32])[c:7]([S:9](=[O:10])(=[O:11])[NH:12][CH2:13][CH2:14][c:15]2[c:16]([O:17][CH2:18][C:19](=[O:20])[O:21][CH2:22][CH3:23])[cH:24][c:25]([CH:28]([CH3:29])[CH3:30])[cH:26][cH:27]2)[cH:8]1.[C:42](=[O:43])([O-:44])[O-:45].[C:48](=[O:49])([OH:50])[O-:51].[CH3:53][N:54]([CH3:55])[CH:56]=[O:57].[Cl:34][CH2:35][c:36]1[n:37][c:38]([CH3:41])[s:39][cH:40]1.[ClH:33].[K+:46].[K+:47].[Na+:52].[OH2:58]>>[C:1](#[N:2])[c:3]1[cH:4][cH:5][c:6]([O:31][CH3:32])[c:7]([S:9](=[O:10])(=[O:11])[N:12]([CH2:13][CH2:14][c:15]2[c:16]([O:17][CH2:18][C:19](=[O:20])[O:21][CH2:22][CH3:23])[cH:24][c:25]([CH:28]([CH3:29])[CH3:30])[cH:26][cH:27]2)[CH2:35][c:36]2[n:37][c:38]([CH3:41])[s:39][cH:40]2)[cH:8]1. Starting materials: P(OC(C#N)(CC)CC)([O-])=O (Diethylcyanomethyl phosphonate), ClC1=C(C=C(C=O)C=C1)F (4-chloro-3-fluoro benzaldehyde), oil, [H-].[Na+] (NaH), O (Water). Solvent: C1CCOC1 (THF), C1CCOC1 (THF). The product is ClC1=C(C=C(C=C1)C=CC#N)F (3-(4-Chloro-3-fluorophenyl)-2-propenenitrile). RXN SMILES: P(=O)([O-])O[C:3](CC)(CC)[C:4]#[N:5].[H-].[Na+].[Cl:14][C:15]1[CH:22]=[CH:21][C:18]([CH:19]=O)=[CH:17][C:16]=1[F:23].O>C1COCC1>[Cl:14][C:15]1[CH:22]=[CH:21][C:18]([CH:19]=[CH:3][C:4]#[N:5])=[CH:17][C:16]=1[F:23] |f:1.2|. Reported procedure: Diethylcyanomethyl phosphonate (3.2 ml, 18.9 mmol) was taken up in dry THF (20 ml) at 0° C. under nitrogen, and stirred as a 60% oil dispersion of NaH (756 mg, 18.9 mmol) was added portionwise over ca. 10 min. The resulting grey suspension was then stirred at 0° C. for 1 h, before a solution of 4-chloro-3-fluoro benzaldehyde (Lancaster Synthesis) (3 g, 18.9 mmol) in 5 ml THF was added dropwise. The whole reaction was then allowed to warm to room temperature over 60 h. Water (5 ml) was added, and...